Task: describe an organic reaction: reactants, conditions, products, and yield. Dataset: the Open Reaction Database (ORD), a public repository of structured organic reaction records The reactants are CC1=C(C=C(C(=C1)OC)C)NC(CN(CC=1OC=CC1)CC1=CC=C(C=C1)SC(C(=O)OC(C)(C)C)(C)C)=O (tert-butyl 2-[[4-[[[2-[(2,5-dimethyl-4-methoxyphenyl)amino]-2-oxoethyl](2-furanyl-methyl)amino]methyl]phenyl]thio]-2-methyl-propanoate), FC(C(=O)O)(F)F (trifluoroacetic acid). The solvent is ClCCl (dichloromethane). Conditions: time 20 hour. The product is CC1=C(C=C(C(=C1)OC)C)NC(CN(CC=1OC=CC1)CC1=CC=C(C=C1)SC(C(=O)O)(C)C)=O (2-[[4-[[[2-[(2,5-Dimethyl-4-methoxyphenyl)amino]-2-oxoethyl](2-furanylmethyl)amino]methyl]phenyl]thio]-2-methyl-propanoic acid). As a reaction SMILES: [CH3:1][C:2]1[CH:7]=[C:6]([O:8][CH3:9])[C:5]([CH3:10])=[CH:4][C:3]=1[NH:11][C:12](=[O:39])[CH2:13][N:14]([CH2:21][C:22]1[CH:27]=[CH:26][C:25]([S:28][C:29]([CH3:38])([CH3:37])[C:30]([O:32]C(C)(C)C)=[O:31])=[CH:24][CH:23]=1)[CH2:15][C:16]1[O:17][CH:18]=[CH:19][CH:20]=1.FC(F)(F)C(O)=O>ClCCl>[CH3:1][C:2]1[CH:7]=[C:6]([O:8][CH3:9])[C:5]([CH3:10])=[CH:4][C:3]=1[NH:11][C:12](=[O:39])[CH2:13][N:14]([CH2:21][C:22]1[CH:23]=[CH:24][C:25]([S:28][C:29]([CH3:37])([CH3:38])[C:30]([OH:32])=[O:31])=[CH:26][CH:27]=1)[CH2:15][C:16]1[O:17][CH:18]=[CH:19][CH:20]=1. Procedure: 190 mg of tert-butyl 2-[[4-[[[2-[(2,5-dimethyl-4-methoxyphenyl)amino]-2-oxoethyl](2-furanyl-methyl)amino]methyl]phenyl]thio]-2-methyl-propanoate are dissolved in 5 ml of dichloromethane and reacted with 1 ml of trifluoroacetic acid. The mixture is stirred at room temperature for 20 h and then concentrated and purified chromatographically (dichloromethane/methanol 50+1). This gives 166 mg of the title compound as a solid foam. The reactants are BrC=1C=CC2=C(N=C(O2)C2CCN(CC2)C2=NC=C(C=N2)CC)C1 (5-Bromo-2-[1-(5-ethylpyrimidin-2-yl)piperidin-4-yl]benzo[d]oxazole), FC1=C(C=CC(=C1)S(=O)(=O)C)B1OC(C(O1)(C)C)(C)C (2-[2-Fluoro-4-(methylsulfonyl)phenyl]-4,4,5,5-tetramethyl-1,3,2-dioxaborolane). The product is C(C)C=1C=NC(=NC1)N1CCC(CC1)C=1OC2=C(N1)C=C(C=C2)C2=C(C=C(C=C2)S(=O)(=O)C)F (2-[1-(5-ethylpyrimidin-2-yl)piperidin-4-yl]-5-[2-fluoro-4-(methylsulfonyl)phenyl]benzo[d]oxazole). Yield: 29.7%. RXN SMILES: Br[C:2]1[CH:3]=[CH:4][C:5]2[O:9][C:8]([CH:10]3[CH2:15][CH2:14][N:13]([C:16]4[N:21]=[CH:20][C:19]([CH2:22][CH3:23])=[CH:18][N:17]=4)[CH2:12][CH2:11]3)=[N:7][C:6]=2[CH:24]=1.[F:25][C:26]1[CH:31]=[C:30]([S:32]([CH3:35])(=[O:34])=[O:33])[CH:29]=[CH:28][C:27]=1B1OC(C)(C)C(C)(C)O1>>[CH2:22]([C:19]1[CH:18]=[N:17][C:16]([N:13]2[CH2:14][CH2:15][CH:10]([C:8]3[O:9][C:5]4[CH:4]=[CH:3][C:2]([C:27]5[CH:28]=[CH:29][C:30]([S:32]([CH3:35])(=[O:34])=[O:33])=[CH:31][C:26]=5[F:25])=[CH:24][C:6]=4[N:7]=3)[CH2:11][CH2:12]2)=[N:21][CH:20]=1)[CH3:23]. Procedure: Following the General Procedure-1, the titled compound (30 mg) was prepared from Intermediate 6 (80 mg, 0.21 mmol) and Intermediate 3 (80 mg, 0.27 mmol) as an off-white solid. M.P.: 247-250° C. 1H-NMR (δ ppm, CDCl3, 400 MHz): 8.20 (s, 2H), 7.86 (s, 1H), 7.80 (m, 1H), 7.79-7.74 (m, 1H), 7.66 (t, J 7.5, 1H), 7.59 (d, J 8.4, 1H), 7.50 (d, J 8.5, 1H), 4.75 (d, J 13.4, 2H), 3.35-3.15 (m, 3H), 3.11 (s, 3H), 2.47 (q, J 7.6, 2H), 2.31-2.22 (m, 2H), 2.09-1.94 (m, 2H), 1.20 (t, J 7.6, 3H). The reactants are FC=1C=C2C(C(=CN(C2=C(C1F)F)C1CC1)C(=O)O)=O (6,7,8-Trifluoro-1-cyclopropyl-1,4-dihydro-4-oxo-quinoline-3-carboxylic acid). Solvent: C(C)(=O)O (Acetic acid). Product: CN1CCC(CC1)OC1=C(C=C2C(C(=CN(C2=C1F)C1CC1)C(=O)O)=O)F (7-(1-Methyl-4-piperidyloxy)-1-cyclopropyl-6,8-difluoro-1,4-dihydro-4-oxoquinoline-3-carboxylic acid). Yield: 42.0%. Reaction SMILES: [F:1][C:2]1[CH:3]=[C:4]2[C:9](=[C:10]([F:13])[C:11]=1F)[N:8]([CH:14]1[CH2:16][CH2:15]1)[CH:7]=[C:6]([C:17]([OH:19])=[O:18])[C:5]2=[O:20]>C(O)(=O)C>[CH3:14][N:8]1[CH2:9][CH2:4][CH:5]([O:20][C:11]2[C:10]([F:13])=[C:9]3[C:4]([C:5](=[O:20])[C:6]([C:17]([OH:19])=[O:18])=[CH:7][N:8]3[CH:14]3[CH2:16][CH2:15]3)=[CH:3][C:2]=2[F:1])[CH2:6][CH2:7]1. Procedure details: 6,7,8-Trifluoro-1-cyclopropyl-1,4-dihydro-4-oxo-quinoline-3-carboxylic acid (570 mg) was reacted in a similar manner to Example 9. Acetic acid (480 mg) was added and DMF was distilled off under reduced pressure. The residue was purified by columnchromatography on silica gel, whereby 160 mg of the title compound was obtained. Starting materials: FC=1C=C(C=CC1F)CCC(=O)Cl (3-(3,4-difluorophenyl)propanoyl chloride), [Al+3].[Cl-].[Cl-].[Cl-] (AlCl3). Solvent: C(=S)=S (carbon disulfide), C(=S)=S (carbon disulfide). Run at temperature 0 celsius, time 30 minute. Yields the product FC=1C=C2CCC(C2=CC1F)=O (5,6-difluoro-2,3-dihydro-1H-inden-1-one). The yield is 70.2%. RXN SMILES: [Al+3].[Cl-].[Cl-].[Cl-].[F:5][C:6]1[CH:7]=[C:8]([CH2:13][CH2:14][C:15](Cl)=[O:16])[CH:9]=[CH:10][C:11]=1[F:12]>C(=S)=S>[F:5][C:6]1[CH:7]=[C:8]2[C:9](=[CH:10][C:11]=1[F:12])[C:15](=[O:16])[CH2:14][CH2:13]2 |f:0.1.2.3|. Procedure: To a carbon disulfide solution (300 mL) containing AlCl3 (76.4 g, 572.6 mmol) at 0° C. was added a carbon disulfide solution (120 mL) of 3-(3,4-difluorophenyl)propanoyl chloride (33.4 g, 163.6 mmol) over 10 min. The solution was stirred for 30 min at 0° C. and heated to reflux for 4 hours. Upon cooling to room temperature the solution was carefully poured onto crushed ice. The carbon disulfide layer was separated and the aqueous layer extracted with ethyl acetate. The combined organic layers wer... The solvent is N1=CC=CC=C1 (pyridine). Reactants: CN1N=C(N=C1NCCCOC1=CC(=CC=C1)CN1CCCCC1)N (1-methyl-N5 -[3-[3-(1-piperidinylmethyl)phenoxy]propyl]-1H-1,2,4-triazole-3,5-diamine), O1C(=CC=C1)C(=O)Cl (2-furancarboxylic acid, chloride). The product is CN1N=C(N=C1NCCCOC1=CC(=CC=C1)CN1CCCCC1)NC(=O)C=1OC=CC1 (N-[1-methyl-5-[[3-[3-(1-piperidinylmethyl)phenoxy]propyl]amino]-1H-1,2,4-triazol-3-yl]-2-furancarboxamide). The yield is 23.6%. Reaction SMILES: [CH3:1][N:2]1[C:6]([NH:7][CH2:8][CH2:9][CH2:10][O:11][C:12]2[CH:17]=[CH:16][CH:15]=[C:14]([CH2:18][N:19]3[CH2:24][CH2:23][CH2:22][CH2:21][CH2:20]3)[CH:13]=2)=[N:5][C:4]([NH2:25])=[N:3]1.[O:26]1[CH:30]=[CH:29][CH:28]=[C:27]1[C:31](Cl)=[O:32]>N1C=CC=CC=1>[CH3:1][N:2]1[C:6]([NH:7][CH2:8][CH2:9][CH2:10][O:11][C:12]2[CH:17]=[CH:16][CH:15]=[C:14]([CH2:18][N:19]3[CH2:24][CH2:23][CH2:22][CH2:21][CH2:20]3)[CH:13]=2)=[N:5][C:4]([NH:25][C:31]([C:27]2[O:26][CH:30]=[CH:29][CH:28]=2)=[O:32])=[N:3]1. Reported procedure: A solution of 1-methyl-N5 -[3-[3-(1-piperidinylmethyl)phenoxy]propyl]-1H-1,2,4-triazole-3,5-diamine (A) (1.0 g) and 2-furancarboxylic acid, chloride (0.42 g) in pyridine (25 ml) was kept at ambient temperature for 1 h. The pyridine was evaporated in vacuo and the residue was azeotropically distilled with toluene to give an oil which was partitioned between ethyl acetate and 2 M hydrochloric acid. The pH of the aqueous extract was adjusted to pH 9 and it was extracted with ethyl acetate. The orga...